describe an organic reaction: reactants, conditions, products, and yield From a dataset of the Open Reaction Database (ORD), a public repository of structured organic reaction records. Reactants: FC=1C=CC=C2C(=C(C(C3(CCOCC3)C12)=O)C(=O)NCC(=O)OC(C)(C)C)O (1,1-dimethylethyl N-((8-fluoro-4-hydroxy-2-oxo-2′,3′,5′,6′-tetrahydro-spiro[naphthalene-1,4′-pyran]-3-yl)carbonyl)glycinate), C(=O)(C(F)(F)F)O (TFA). Run in O (Water). Reaction conditions: time 15 minute. The product is FC=1C=CC=C2C(=C(C(C3(CCOCC3)C12)=O)C(=O)NCC(=O)O)O (N-((8-Fluoro-4-hydroxy-2-oxo-2′,3′,5′,6′-tetrahydro-spiro[naphthalene-1,4′-pyran]-3-yl)carbonyl)glycine). Reaction SMILES: [F:1][C:2]1[CH:3]=[CH:4][CH:5]=[C:6]2[C:16]=1[C:10]1([CH2:15][CH2:14][O:13][CH2:12][CH2:11]1)[C:9](=[O:17])[C:8]([C:18]([NH:20][CH2:21][C:22]([O:24]C(C)(C)C)=[O:23])=[O:19])=[C:7]2[OH:29].C(O)(C(F)(F)F)=O>O>[F:1][C:2]1[CH:3]=[CH:4][CH:5]=[C:6]2[C:16]=1[C:10]1([CH2:15][CH2:14][O:13][CH2:12][CH2:11]1)[C:9](=[O:17])[C:8]([C:18]([NH:20][CH2:21][C:22]([OH:24])=[O:23])=[O:19])=[C:7]2[OH:29]. Reported procedure: In a flask was combined 1,1-dimethylethyl N-((8-fluoro-4-hydroxy-2-oxo-2′,3′,5′,6′-tetrahydro-spiro[naphthalene-1,4′-pyran]-3-yl)carbonyl)glycinate (1.7 g, 4.2 mmol) and TFA (50 mL). The reaction was stirred for 15 minutes and then concentrated to afford an oil. Water was added, affording a white precipitate that was filtered off and washed with water and ether. The solid was dried under vacuum at 50° C. (1.4 g, 98%). MS m/e=348 (M−1)−. Calculated for C17H16FNO6 349.1. Reactants: ClC1=C(OCC2OCCC2)C=C(C=C1)[N+](=O)[O-] (2-(2-chloro-5-nitro-phenoxymethyl)-tetrahydrofuran). Reagents/catalysts: [Pd] (Pd/C). Solvent: CCOC(=O)C (EtOAc). Run at time 7 hour. Product: ClC1=C(C=C(C=C1)N)OCC1OCCC1 (4-Chloro-3-(tetrahydrofuran-2-ylmethoxy)-phenylamine). Reaction SMILES: [Cl:1][C:2]1[CH:14]=[CH:13][C:12]([N+:15]([O-])=O)=[CH:11][C:3]=1[O:4][CH2:5][CH:6]1[CH2:10][CH2:9][CH2:8][O:7]1>CCOC(C)=O.[Pd]>[Cl:1][C:2]1[CH:14]=[CH:13][C:12]([NH2:15])=[CH:11][C:3]=1[O:4][CH2:5][CH:6]1[CH2:10][CH2:9][CH2:8][O:7]1. Procedure details: A solution of 2-(2-chloro-5-nitro-phenoxymethyl)-tetrahydrofuran (0.45 g, 1.75 mmol) in EtOAc (10 mL) was degassed with argon then charged with 10% by weight Pd/C (0.4 g). The mixture was stirred for 7 h under an H2 atmosphere, filtered through Celite® and concentrated in vacuo. A mixture contained the title compound along with starting material in a 7:3 ratio. MS: (MH+)=227.1; Calc'd 227.69 for C11H15ClNO2. The reactants are CC1(OC[C@H](O1)CO)C ((R)-(−)-2,2-Dimethyl-1,3-dioxolane-4-methanol), ClCC1=CN(C2=CN=C(C=C21)C(=O)OC)CC2=C(C=C(C=C2)F)F (methyl 3-(chloromethyl)-1-(2,4-difluorobenzyl)-1H-pyrrolo[2,3-c]pyridine-5-carboxylate), CCN(C(C)C)C(C)C (i-Pr2NEt). Solvent: CN(C)C=O (DMF). Reaction conditions: temperature 40 celsius, time 24 hour. Product: CC1(OC[C@H](O1)COCOC(=O)C=1C=C2C(=CN1)NC=C2)C ({([(4R)-2,2-dimethyl -1,3-dioxolan-4-yl]methoxy}methyl)-1H-pyrrolo[2,3-c]pyridine-5-carboxylate). RXN SMILES: ClC[C:3]1[C:11]2[C:6](=[CH:7][N:8]=[C:9]([C:12]([O:14][CH3:15])=[O:13])[CH:10]=2)[N:5](CC2C=CC(F)=CC=2F)[CH:4]=1.[CH3:25][C:26]1([CH3:33])[O:30][C@H:29]([CH2:31][OH:32])[CH2:28][O:27]1.CCN(C(C)C)C(C)C>CN(C=O)C>[CH3:25][C:26]1([CH3:33])[O:30][C@H:29]([CH2:31][O:32][CH2:15][O:14][C:12]([C:9]2[CH:10]=[C:11]3[CH:3]=[CH:4][NH:5][C:6]3=[CH:7][N:8]=2)=[O:13])[CH2:28][O:27]1. Procedure details: To a solution of methyl 3-(chloromethyl)-1-(2,4-difluorobenzyl)-1H-pyrrolo[2,3-c]pyridine-5-carboxylate (3 mL, 0.197M in CH2Cl2, 0.591 mmol)) [prepared as described in step 2 of example 40] in anhydrous DMF (5 mL) was added (R)-(−)-2,2-Dimethyl-1,3-dioxolane-4-methanol (0.37 ml, 2.955 mmol, 5.0 eq.) followed by i-Pr2NEt (0.4079, 3.14 mmol, 0.55 mL, 4 eq.). The mixture, under nitrogen, was placed in an oil bath and the bath was warmed to 40° C. After stirring for 24 hours (40° C.) the reaction wa... The reactants are solution, B (borane), BrCCC(=O)N(C1=CC=CC=C1)C1=CC=CC=C1 (3-bromo-N,N-diphenyl propionamide), CO (methanol). Run in O1CCCC1 (tetrahydrofuran), O1CCCC1 (tetrahydrofuran). Run at temperature 21 celsius. Yields the product C1(=CC=CC=C1)N(C1=CC=CC=C1)CCCBr (3-[N,N-diphenylamino]-1-bromopropane). As a reaction SMILES: [Br:1][CH2:2][CH2:3][C:4]([N:6]([C:13]1[CH:18]=[CH:17][CH:16]=[CH:15][CH:14]=1)[C:7]1[CH:12]=[CH:11][CH:10]=[CH:9][CH:8]=1)=O.B.CO>O1CCCC1>[C:7]1([N:6]([CH2:4][CH2:3][CH2:2][Br:1])[C:13]2[CH:18]=[CH:17][CH:16]=[CH:15][CH:14]=2)[CH:8]=[CH:9][CH:10]=[CH:11][CH:12]=1. Procedure: A solution of 304 g. (1.00 moles) of 3-bromo-N,N-diphenyl propionamide in 800 ml. of tetrahydrofuran is stirred and maintained at -3° C. to -1° C. while adding 1.1 g. of a 1 molar solution of borane in tetrahydrofuran over a period of 15 minutes. The reaction is allowed to gradually warm to 21° C. over a period of about 1.75 hours and refluxed for a period of about 10 minutes. The reaction mixture is then treated dropwise with 50 ml. of methanol. After gas evolution ceases, solvent is removed un... Starting materials: ClC1=C(C(=CC=C1)Cl)N1C(CC2=CC(=CC=C12)O)=O (1-(2,6-dichlorophenyl)-5-hydroxy-2-indolinone), [OH-].[Na+] (NaOH). Run in O (water). Yields the product ClC1=C(C(=CC=C1)Cl)NC1=C(C=C(C=C1)O)CC(=O)O (2-[(2,6-dichlorophenyl)amino]-5-hydroxy benzene acetic acid). The yield is 95.0%. RXN SMILES: [Cl:1][C:2]1[CH:7]=[CH:6][CH:5]=[C:4]([Cl:8])[C:3]=1[N:9]1[C:17]2[C:12](=[CH:13][C:14]([OH:18])=[CH:15][CH:16]=2)[CH2:11][C:10]1=[O:19].[OH-:20].[Na+]>O>[Cl:1][C:2]1[CH:7]=[CH:6][CH:5]=[C:4]([Cl:8])[C:3]=1[NH:9][C:17]1[CH:16]=[CH:15][C:14]([OH:18])=[CH:13][C:12]=1[CH2:11][C:10]([OH:19])=[O:20] |f:1.2|. Procedure details: A solution of 1-(2,6-dichlorophenyl)-5-hydroxy-2-indolinone (2.0 g, 6.8 mmol) in 25 mL of 2.5N NaOH is heated at reflux for 2 hours. The cool reaction mixture is diluted with 20 mL of water and washed with ethyl ether. The basic layer is acidified with concentrated HCl and extracted with ethyl acetate (2×25 mL). The organic phase is washed with brine and dried (Na2SO4). Removal of solvent affords the product (2.0 g, 95%) as a brown foam (of suitable purity for use in the next step). The reactants are [BH4-], Cc1cc(C(C)(C)C)c(O)c(C(C)(C)C)c1, Cl, [Na+], O, O=S(=O)(O)O, N#Cc1c(S)nsc1NC(=O)Oc1ccccc1. The product is NC(=O)c1c(S)nsc1NC(=O)Oc1ccccc1. RXN SMILES: [BH4-:40].[CH3:19][c:20]1[cH:21][c:22]([C:23]([CH3:25])([CH3:26])[CH3:27])[c:28]([OH:24])[c:29]([C:30]([CH3:31])([CH3:32])[CH3:33])[cH:34]1.[ClH:42].[Na+:41].[OH2:43].[S:35](=[O:36])(=[O:37])([OH:38])[OH:39].[c:1]1([O:7][C:8]([NH:9][c:10]2[c:11]([C:16]#[N:17])[c:12]([SH:15])[n:13][s:14]2)=[O:18])[cH:2][cH:3][cH:4][cH:5][cH:6]1>>[c:1]1([O:7][C:8]([NH:9][c:10]2[c:11]([C:16]([NH2:17])=[O:24])[c:12]([SH:15])[n:13][s:14]2)=[O:18])[cH:2][cH:3][cH:4][cH:5][cH:6]1. Reactants: CCOC(C)=O, C=CCc1cc(Cl)cc2nc(Cc3ccc(OC)c(OC4CCCC4)c3)oc12, [H][H]. Yields the product CCCc1cc(Cl)cc2nc(Cc3ccc(OC)c(OC4CCCC4)c3)oc12. As a reaction SMILES: [CH3:31][CH2:32][O:33][C:34](=[O:35])[CH3:36].[CH:1]1([O:6][c:7]2[cH:8][c:9]([CH2:10][c:11]3[o:12][c:13]4[c:14]([n:15]3)[cH:16][c:17]([Cl:23])[cH:18][c:19]4[CH2:20][CH:21]=[CH2:22])[cH:24][cH:25][c:26]2[O:27][CH3:28])[CH2:2][CH2:3][CH2:4][CH2:5]1.[H:29][H:30]>>[CH:1]1([O:6][c:7]2[cH:8][c:9]([CH2:10][c:11]3[o:12][c:13]4[c:14]([n:15]3)[cH:16][c:17]([Cl:23])[cH:18][c:19]4[CH2:20][CH2:21][CH3:22])[cH:24][cH:25][c:26]2[O:27][CH3:28])[CH2:2][CH2:3][CH2:4][CH2:5]1. Reactants: ClC=1N=C(C2=C(N1)C=C(S2)C#CCOS(=O)(=O)C)N2CCOCC2 (methanesulfonic acid 3-(2-chloro-4-morpholin-4-yl-thieno[3,2-d]pyrimidin-6-yl)-prop-2-ynyl ester), C([O-])([O-])=O.[K+].[K+] (potassium carbonate), CN1CCNCC1 (N-methylpiperazine), C(C)#N (acetonitrile). Solvent: ClCCl (dichloromethane). Conditions: temperature 50 celsius, time 3 hour. Product: ClC=1N=C(C2=C(N1)C=C(S2)C#CCN2CCN(CC2)C)N2CCOCC2 (2-chloro-6-[3-(4-methyl-piperazin-1-yl)-prop-1-ynyl]-4-morpholin-4-yl-thieno[3,2-d]pyrimidine). Reaction SMILES: [Cl:1][C:2]1[N:3]=[C:4]([N:19]2[CH2:24][CH2:23][O:22][CH2:21][CH2:20]2)[C:5]2[S:10][C:9]([C:11]#[C:12][CH2:13]OS(C)(=O)=O)=[CH:8][C:6]=2[N:7]=1.C(=O)([O-])[O-].[K+].[K+].[CH3:31][N:32]1[CH2:37][CH2:36][NH:35][CH2:34][CH2:33]1.C(#N)C>ClCCl>[Cl:1][C:2]1[N:3]=[C:4]([N:19]2[CH2:24][CH2:23][O:22][CH2:21][CH2:20]2)[C:5]2[S:10][C:9]([C:11]#[C:12][CH2:13][N:35]3[CH2:36][CH2:37][N:32]([CH3:31])[CH2:33][CH2:34]3)=[CH:8][C:6]=2[N:7]=1 |f:1.2.3|. Procedure details: A mixture of methanesulfonic acid 3-(2-chloro-4-morpholin-4-yl-thieno[3,2-d]pyrimidin-6-yl)-prop-2-ynyl ester (150 mg), potassium carbonate (64 mg), N-methylpiperazine (45 μL) and acetonitrile (5 ml) were stirred at 50° C. for 3 hours. The reaction mixture was then cooled, diluted with dichloromethane, washed with brine, dried (MgSO4) and the solvents reduced in vacuo to yield 2-chloro-6-[3-(4-methyl-piperazin-1-yl)-prop-1-ynyl]-4-morpholin-4-yl-thieno[3,2-d]pyrimidine (101 mg). Starting materials: ClC1=NC(=C2N=CN(C2=N1)C)NCC1=CC(=CC=C1)I (2-Chloro-N6 -(3-Iodobenzyl)-9-Methyladenine), C[S-].[Na+] (sodium thiomethoxide). The solvent is CN(C)C=O (DMF). Conditions: temperature 110 celsius. Yields the product IC=1C=C(CNC2=C3N=CN(C3=NC(=N2)SC)C)C=CC1 (N6 -(3-Iodobenzyl)-9-Methyl-2-Methylthioadenine). Yield: 51.8%. Reaction SMILES: Cl[C:2]1[N:10]=[C:9]2[C:5]([N:6]=[CH:7][N:8]2[CH3:11])=[C:4]([NH:12][CH2:13][C:14]2[CH:19]=[CH:18][CH:17]=[C:16]([I:20])[CH:15]=2)[N:3]=1.[CH3:21][S-:22].[Na+]>CN(C=O)C>[I:20][C:16]1[CH:15]=[C:14]([CH:19]=[CH:18][CH:17]=1)[CH2:13][NH:12][C:4]1[N:3]=[C:2]([S:22][CH3:21])[N:10]=[C:9]2[C:5]=1[N:6]=[CH:7][N:8]2[CH3:11] |f:1.2|. Procedure: A mixture of compound 6 (24.4 mg, 0.061 mmol) and sodium thiomethoxide (8 mg, 0.1 mmol) in DMF (1.5 mL) was heated for 22 h at 110° C. After cooling, the reaction mixture was concentrated to dryness and the residue was purified by a silica gel column chromatography (chloroform-methanol, 20:1) to give compound 16 (13 mg, 52.0%) as a colorless solid. 1H NMR (DMSO-d6) δ 3.06 (s, 6 H, N(CH3)2), 3.56 (s, 3 H, CH3), 4.58 (br s, 2 H, CH2), 7.10 (pseudo t, J=7.9 and 7.6 Hz, 1 H, H-16), 7.38 (d, J=7.6 Hz...